Task: describe an organic reaction: reactants, conditions, products, and yield. Dataset: the Open Reaction Database (ORD), a public repository of structured organic reaction records Reactants: BrC=1C=C2CCC(CC2=CC1)=O (6-bromo-2-tetralone), C(C(=O)Cl)(=O)Cl (Oxalyl chloride), BrC1=CC=C(C=C1)CC(=O)O (4-bromophenylacetic acid). Run in C(Cl)Cl (methylene chloride), CN(C=O)C (dimethyl formamide). Product: BrC1=CC=C(C=C1)CC(=O)Cl (4-bromo-phenylacetyl chloride). As a reaction SMILES: [Br:1][C:2]1[CH:3]=[C:4]2[C:9](=[CH:10][CH:11]=1)[CH2:8][C:7](=[O:12])CC2.BrC1C=CC(CC(O)=O)=CC=1.C(Cl)(=O)C([Cl:27])=O>C(Cl)Cl.CN(C)C=O>[Br:1][C:2]1[CH:3]=[CH:4][C:9]([CH2:8][C:7]([Cl:27])=[O:12])=[CH:10][CH:11]=1. Procedure: The synthesis of 6-bromo-2-tetralone is accomplished by dissolving 4-bromophenylacetic acid in methylene chloride and dimethyl formamide, under nitrogen. Oxalyl chloride is added and the mixture is stirred under a positive nitrogen atmosphere to produce the 4-bromo-phenylacetyl chloride, at a yield which typically is better than 99%. Reactants: C(=O)C1=CC=C(C#N)C=C1 (4-formylbenzonitrile), C(C)(=O)NCC(=O)O (N-acetylglycine), C(C)(=O)[O-].[Na+] (sodium acetate), C(C)(=O)OC(C)=O (acetic anhydride), ice water. Solvent: CC(=O)C (Acetone). Conditions: temperature 50 celsius. The product is CC=1OC(C(N1)=CC1=CC=C(C#N)C=C1)=O (4-(2-Methyl-5-oxooxazol-4-ylidenemethyl)benzonitrile). RXN SMILES: [CH:1]([C:3]1[CH:10]=[CH:9][C:6]([C:7]#[N:8])=[CH:5][CH:4]=1)=O.[C:11]([NH:14][CH2:15][C:16]([OH:18])=[O:17])(=O)[CH3:12].C([O-])(=O)C.[Na+].C(OC(=O)C)(=O)C>CC(C)=O>[CH3:12][C:11]1[O:18][C:16](=[O:17])[C:15](=[CH:1][C:3]2[CH:10]=[CH:9][C:6]([C:7]#[N:8])=[CH:5][CH:4]=2)[N:14]=1 |f:2.3|. Reported procedure: Acetone (80.0 l) was introduced into a mixture of 4-formylbenzonitrile (15.0 kg, 114.5 mol), N-acetylglycine (19.2 kg, 162.4 mol) and anhydrous sodium acetate (9.4 kg, 114.5 mol) followed by introduction, with stirring, of acetic anhydride (35.0 l, 370.5 mol). The reaction mixture was stirred under reflux for 1 h. The resulting thin yellow suspension was cooled to 50° C. and ice-water (200 l) was added as quickly as possible, with stirring and cooling. The mixture was stirred at 20° C. for anoth...